This data is from the Open Reaction Database (ORD), a public repository of structured organic reaction records. The task is: describe an organic reaction: reactants, conditions, products, and yield Reactants: CC(Cl)c1cccnc1, OCc1cc(-c2cccs2)on1. Reagents/catalysts: O=C([O-])[O-].[Cs+].[Cs+] (cesium carbonate), [I-].[K+] (potassium iodide). Run in CN(C)C=O (DMF), CN(C)C=O (dmf), CN(C)C=O (DMF). Run at temperature 70 celsius, time 16 hour. Yields the product CC(OCc1cc(-c2cccs2)on1)c1cccnc1. Starting materials: COC([C@@H](NC(C(CCCNC(=O)OCC1=CC=C(C=C1)OC)CSC(C)=O)=O)CC1=CNC2=CC=CC=C12)=O (N-[2-Acetylthiomethyl-5-(p-methoxybenzyloxycarbonylamino)pentanoyl]-L-tryptophane methyl ester), FC(C(=O)O)(F)F (trifluoroacetic acid). The product is COC([C@@H](NC(C(CCCN)CSC(C)=O)=O)CC1=CNC2=CC=CC=C12)=O (N-(2-acetylthiomethyl-5-aminopentanoyl)-L-tryptophane methyl ester), FC(C(=O)[O-])(F)F (trifluoroacetate). As a reaction SMILES: [CH3:1][O:2][C:3](=[O:40])[C@H:4]([CH2:30][C:31]1[C:39]2[C:34](=[CH:35][CH:36]=[CH:37][CH:38]=2)[NH:33][CH:32]=1)[NH:5][C:6](=[O:29])[CH:7]([CH2:24][S:25][C:26](=[O:28])[CH3:27])[CH2:8][CH2:9][CH2:10][NH:11]C(OCC1C=CC(OC)=CC=1)=O.[F:41][C:42]([F:47])([F:46])[C:43]([OH:45])=[O:44]>>[CH3:1][O:2][C:3](=[O:40])[C@H:4]([CH2:30][C:31]1[C:39]2[C:34](=[CH:35][CH:36]=[CH:37][CH:38]=2)[NH:33][CH:32]=1)[NH:5][C:6](=[O:29])[CH:7]([CH2:24][S:25][C:26](=[O:28])[CH3:27])[CH2:8][CH2:9][CH2:10][NH2:11].[F:41][C:42]([F:47])([F:46])[C:43]([O-:45])=[O:44]. Procedure details: N-[2-Acetylthiomethyl-5-(p-methoxybenzyloxycarbonylamino)pentanoyl]-L-tryptophane methyl ester (1 g) is dissolved in trifluoroacetic acid (10 ml), the solution is stored at room temperature for fifteen minutes, and then evaporated in vacuo to yield N-(2-acetylthiomethyl-5-aminopentanoyl)-L-tryptophane methyl ester, trifluoroacetate. Reactants: C(C)(C)(C)OC(N(CCCC1=CC=C(C=C1)OC)/C(/N1N=CC=C1)=N/C(=O)OC(C)(C)C)=O ({[(Z)-tert-Butoxycarbonylimino]-pyrazol-1-yl-methyl}-[3-(4-methoxy-phenyl)-propyl]-carbamic acid tert-butyl ester), COC1=CC=C(CO)C=C1 (4-methoxybenzylalcohol). Product: C(C)(C)(C)OC(N(CC1=CC=C(C=C1)OC)\C(\N1N=CC=C1)=N/C(=O)OC(C)(C)C)=O ({[(E)-tert-Butoxycarbonylimino]-pyrazol-1-yl-methyl}-(4-methoxy-benzyl)-carbamic acid tert-butyl ester). Reaction SMILES: [C:1]([O:5][C:6](=[O:33])[N:7](/[C:19](=[N:25]/[C:26]([O:28][C:29]([CH3:32])([CH3:31])[CH3:30])=[O:27])/[N:20]1[CH:24]=[CH:23][CH:22]=[N:21]1)[CH2:8]CCC1C=CC(OC)=CC=1)([CH3:4])([CH3:3])[CH3:2].[CH3:34][O:35][C:36]1[CH:43]=[CH:42][C:39](CO)=[CH:38][CH:37]=1>>[C:1]([O:5][C:6](=[O:33])[N:7](/[C:19](=[N:25]\[C:26]([O:28][C:29]([CH3:30])([CH3:31])[CH3:32])=[O:27])/[N:20]1[CH:24]=[CH:23][CH:22]=[N:21]1)[CH2:8][C:39]1[CH:42]=[CH:43][C:36]([O:35][CH3:34])=[CH:37][CH:38]=1)([CH3:4])([CH3:2])[CH3:3]. Procedure: The title compound is prepared by an analogous procedure to Intermediate E by replacing 3-(4-methoxyphenyl)-1-propanol with 4-methoxybenzylalcohol. [M+H]+ 431. The reactants are C(C)S(=O)(=O)N[C@H](CC1=CC=CC=C1)C(=O)O (EtSO2—D—Phe—OH), N1[C@H](C(=O)OCC2=CC=CC=C2)CCC1.Cl (Pro—OBn.HCl), C=1C=CC2=C(C1)N=NN2O (HOBT), C(C)(C)N(C(C)C)CC (N,N-diisopropylethylamine), Cl.CN(CCCN=C=NCC)C (1-(3-dimethylaminopropyl)-3-ethylcarbodiimide hydrochloride). Solvent: C1CCOC1 (THF). Conditions: time 20 hour. Product: C(C)S(=O)(=O)N[C@H](CC1=CC=CC=C1)C(=O)N1[C@H](C(=O)OCC2=CC=CC=C2)CCC1 (EtSO2—D—Phe—Pro—OBn). RXN SMILES: [CH2:1]([S:3]([NH:6][C@@H:7]([C:15]([OH:17])=O)[CH2:8][C:9]1[CH:14]=[CH:13][CH:12]=[CH:11][CH:10]=1)(=[O:5])=[O:4])[CH3:2].[NH:18]1[CH2:32][CH2:31][CH2:30][C@H:19]1[C:20]([O:22][CH2:23][C:24]1[CH:29]=[CH:28][CH:27]=[CH:26][CH:25]=1)=[O:21].Cl.C1C=CC2N(O)N=NC=2C=1.C(N(CC)C(C)C)(C)C.Cl.CN(C)CCCN=C=NCC>C1COCC1>[CH2:1]([S:3]([NH:6][C@@H:7]([C:15]([N:18]1[CH2:32][CH2:31][CH2:30][C@H:19]1[C:20]([O:22][CH2:23][C:24]1[CH:25]=[CH:26][CH:27]=[CH:28][CH:29]=1)=[O:21])=[O:17])[CH2:8][C:9]1[CH:10]=[CH:11][CH:12]=[CH:13][CH:14]=1)(=[O:4])=[O:5])[CH3:2] |f:1.2,5.6|. Reported procedure: To a stirring suspension of EtSO2—D—Phe—OH (257 g, 100 mmol), Pro—OBn.HCl (26.6 g, 110 mmol), HOBT (13.5 g, 100 mmol) and N,N-diisopropylethylamine (43.5 mL, 250 mL) in THF (1 L) at 0° C. was added 1-(3-dimethylaminopropyl)-3-ethylcarbodiimide hydrochloride (23 g, 120 mL). After stirring for 20 h, the solvent was removed in vacuo and the residue was partitioned between ethyl acetate and 1 N citric acid. The organic phase was washed twice with 1 N KHCO3, twice with brine, dried with MgSO4, filter... Starting materials: [BH4-], CC1CN(Cc2ccccc2)CC(C)(C)C1=O, CO, [Na+]. The product is CC1CN(Cc2ccccc2)CC(C)(C)C1O. RXN SMILES: [BH4-:1].[CH2:3]([c:4]1[cH:5][cH:6][cH:7][cH:8][cH:9]1)[N:10]1[CH2:11][C:12]([CH3:18])([CH3:19])[C:13](=[O:17])[CH:14]([CH3:16])[CH2:15]1.[CH3:20][OH:21].[Na+:2]>>[CH2:3]([c:4]1[cH:5][cH:6][cH:7][cH:8][cH:9]1)[N:10]1[CH2:11][C:12]([CH3:18])([CH3:19])[CH:13]([OH:17])[CH:14]([CH3:16])[CH2:15]1. Starting materials: C[Si](C)(C)[N-][Si](C)(C)C.[K+] (potassium bis(trimethylsilyl)amide), ClC=1C=CC(=C(C1)C(=O)C1=C(C=CC(=C1)C(F)(F)F)NC(CCC(=O)OC)=O)OC (4-[[2-[(5-chloro-2-methoxyphenyl)carbonyl]-4-(trifluoromethyl)phenyl]amino]-4-oxobutanoic acid, methyl ester). Run in C1CCOC1 (THF). Reaction conditions: temperature -78 celsius. Product: ClC=1C=CC(=C(C1)C1(C(C(NC2=CC=C(C=C12)C(F)(F)F)=O)CC(=O)OC)O)OC (4-(5-Chloro-2-methoxyphenyl)-4-hydroxy-1,2,3,4-tetrahydro-2-oxo-6-(trifluoromethyl)-3-quinolineacetic acid, methyl ester). Yield: 100.3%. Reaction SMILES: C[Si]([N-][Si](C)(C)C)(C)C.[K+].[Cl:11][C:12]1[CH:13]=[CH:14][C:15]([O:39][CH3:40])=[C:16]([C:18]([C:20]2[CH:25]=[C:24]([C:26]([F:29])([F:28])[F:27])[CH:23]=[CH:22][C:21]=2[NH:30][C:31](=[O:38])[CH2:32][CH2:33][C:34]([O:36][CH3:37])=[O:35])=[O:19])[CH:17]=1>C1COCC1>[Cl:11][C:12]1[CH:13]=[CH:14][C:15]([O:39][CH3:40])=[C:16]([C:18]2([OH:19])[C:20]3[C:21](=[CH:22][CH:23]=[C:24]([C:26]([F:29])([F:28])[F:27])[CH:25]=3)[NH:30][C:31](=[O:38])[CH:32]2[CH2:33][C:34]([O:36][CH3:37])=[O:35])[CH:17]=1 |f:0.1|. Procedure: A solution of potassium bis(trimethylsilyl)amide (0.5 M in toluene, 57 mL, 28.5 mmol) was added to a stirred cold (−78° C.) solution of 4-[[2-[(5-chloro-2-methoxyphenyl)carbonyl]-4-(trifluoromethyl)phenyl]amino]-4-oxobutanoic acid, methyl ester prepared in Step A (4.05 g, 9.1 mmol) in anhydrous THF (25 mL) and maintained at −78° C. for 3 hours. Acidic work-up with 1N HCl and followed by extraction with EtOAc afforded the crude title compound (4.05 g, 100%). Yields the product CC(C)(C)N1C(=O)C(NC2CCN(c3ccccn3)CC2)=C(c2ccccc2)S1(=O)=O. Starting materials: CC(C)(C)N1C(=O)C(Cl)=C(c2ccccc2)S1(=O)=O, Cl, Cl, CN(C)C=O, NC1CCN(c2ccccn2)CC1. RXN SMILES: [C:1]([CH3:2])([CH3:3])([CH3:4])[N:5]1[S:6](=[O:18])(=[O:19])[C:7]([c:12]2[cH:13][cH:14][cH:15][cH:16][cH:17]2)=[C:8]([Cl:11])[C:9]1=[O:10].[ClH:20].[ClH:21].[O:35]=[CH:36][N:37]([CH3:38])[CH3:39].[n:22]1[c:23]([N:28]2[CH2:29][CH2:30][CH:31]([NH2:34])[CH2:32][CH2:33]2)[cH:24][cH:25][cH:26][cH:27]1>>[C:1]([CH3:2])([CH3:3])([CH3:4])[N:5]1[S:6](=[O:18])(=[O:19])[C:7]([c:12]2[cH:13][cH:14][cH:15][cH:16][cH:17]2)=[C:8]([NH:34][CH:31]2[CH2:30][CH2:29][N:28]([c:23]3[n:22][cH:27][cH:26][cH:25][cH:24]3)[CH2:33][CH2:32]2)[C:9]1=[O:10]. As a reaction SMILES: [CH2:1]([CH3:2])[O:3][c:4]1[c:5]([C:16](=[C:17]([CH2:18][OH:19])[F:20])[CH2:21][CH3:22])[cH:6][c:7]2[c:12]([cH:13]1)[C:11]([CH3:14])([CH3:15])[CH2:10][CH:9]=[CH:8]2.[CH3:23][N+:24]1([O-:25])[CH2:26][CH2:27][O:28][CH2:29][CH2:30]1>>[CH2:1]([CH3:2])[O:3][c:4]1[c:5]([C:16](=[C:17]([CH:18]=[O:19])[F:20])[CH2:21][CH3:22])[cH:6][c:7]2[c:12]([cH:13]1)[C:11]([CH3:14])([CH3:15])[CH2:10][CH:9]=[CH:8]2. Product: CCOc1cc2c(cc1C(CC)=C(F)C=O)C=CCC2(C)C. Reactants: CCOc1cc2c(cc1C(CC)=C(F)CO)C=CCC2(C)C, C[N+]1([O-])CCOCC1.